This data is from the Open Reaction Database (ORD), a public repository of structured organic reaction records. The task is: describe an organic reaction: reactants, conditions, products, and yield Starting materials: C(#N)C=1C=C(CNC(OC(C)(C)C)=O)C=CC1 (tert-butyl 3-cyanobenzylcarbamate). The solvent is C(Cl)Cl (CH2Cl2), C(=O)(C(F)(F)F)O (TFA). Conditions: time 1 hour. Product: NCC=1C=C(C#N)C=CC1 (3-(aminomethyl)benzonitrile). Reaction SMILES: [C:1]([C:3]1[CH:4]=[C:5]([CH:15]=[CH:16][CH:17]=1)[CH2:6][NH:7]C(=O)OC(C)(C)C)#[N:2]>C(Cl)Cl.C(O)(C(F)(F)F)=O>[NH2:7][CH2:6][C:5]1[CH:4]=[C:3]([CH:17]=[CH:16][CH:15]=1)[C:1]#[N:2]. Reported procedure: To tert-butyl 3-cyanobenzylcarbamate in CH2Cl2 (10 ml), TFA (3 ml) was added. After 1 h, volatiles were removed on a rotavap under reduced pressure. Crude residue 3-(aminomethyl)benzonitrile was dissolved in water, basified with 2N NaOH and extracted with CHCl3 (100 ml) and used without further purification. Starting materials: C(C)(=O)O (acetic acid), [OH-].[K+] (KOH), [N+](=O)([O-])C1=CC=CC=C1 (nitrobenzene), CC1=CC=C(C=C1)CC#N (4-methylphenylacetonitrile). Run in O (water), O (water), CO (methanol). Reaction conditions: temperature 55 celsius, time 2.5 hour. Product: ON=C1C=CC(C=C1)=C(C#N)C1=CC=C(C=C1)C ((4-Hydroxyimino-cyclohexa-2,5-dienylidene)-(4-methylphenyl)-acetonitrile). RXN SMILES: [OH-].[K+].[CH3:3][C:4]1[CH:9]=[CH:8][C:7]([CH2:10][C:11]#[N:12])=[CH:6][CH:5]=1.[N+:13]([C:16]1[CH:21]=[CH:20][CH:19]=[CH:18][CH:17]=1)([O-])=[O:14].C(O)(=O)C>CO.O>[OH:14][N:13]=[C:16]1[CH:21]=[CH:20][C:19](=[C:10]([C:7]2[CH:8]=[CH:9][C:4]([CH3:3])=[CH:5][CH:6]=2)[C:11]#[N:12])[CH:18]=[CH:17]1 |f:0.1|. Reported procedure: 40 g of KOH are dissolved in 200 ml of methanol and heated up to 55° C. To the solution are added 25 g (0.19 mol) of 4-methylphenylacetonitrile, followed by 18 ml (0.17 mol) of nitrobenzene. The reaction mixture is stirred at 55° C. for 2.5 hrs. After cooling, 400 ml of water are added with stirring. The resulting solution is acidified by addition of 110 ml of acetic acid in 100 ml of water, leading to a yellow precipitate. The mixture is then filtered, and the solid is washed with a mixture of ... Reactants: C=CC1OC(C)(C)N(C(=O)OCc2ccccc2)C1CC(C)C, [O-][I+3]([O-])([O-])[O-], [Na+], C1COCCO1, O, O=[Os](=O)(=O)=O. Product: CC(C)CC1C(C=O)OC(C)(C)N1C(=O)OCc1ccccc1. RXN SMILES: [CH2:1]([c:2]1[cH:3][cH:4][cH:5][cH:6][cH:7]1)[O:8][C:9](=[O:10])[N:11]1[C:12]([CH3:22])([CH3:23])[O:13][CH:14]([CH:20]=[CH2:21])[CH:15]1[CH2:16][CH:17]([CH3:18])[CH3:19].[I+3:24]([O-:25])([O-:26])([O-:27])[O-:28].[Na+:29].[O:30]1[CH2:31][CH2:32][O:33][CH2:34][CH2:35]1.[OH2:36].[Os:37](=[O:38])(=[O:39])(=[O:40])=[O:41]>>[CH2:1]([c:2]1[cH:3][cH:4][cH:5][cH:6][cH:7]1)[O:8][C:9](=[O:10])[N:11]1[C:12]([CH3:22])([CH3:23])[O:13][CH:14]([CH:20]=[O:25])[CH:15]1[CH2:16][CH:17]([CH3:18])[CH3:19]. Starting materials: CC(=O)[O-], CC(=O)O, ClI, [Na+], Nc1ccnc(N2CCOCC2)c1, O. Yields the product Nc1cc(N2CCOCC2)ncc1I. RXN SMILES: [CH3:15][C:16](=[O:17])[O-:18].[CH3:22][C:23](=[O:24])[OH:25].[I:19][Cl:20].[Na+:14].[O:1]1[CH2:2][CH2:3][N:4]([c:7]2[n:8][cH:9][cH:10][c:11]([NH2:13])[cH:12]2)[CH2:5][CH2:6]1.[OH2:21]>>[O:1]1[CH2:2][CH2:3][N:4]([c:7]2[n:8][cH:9][c:10]([I:19])[c:11]([NH2:13])[cH:12]2)[CH2:5][CH2:6]1.